Dataset: the Open Reaction Database (ORD), a public repository of structured organic reaction records. Task: describe an organic reaction: reactants, conditions, products, and yield Starting materials: [Br-], COc1ccc(Oc2c(C)cc([N+](=O)[O-])c3c2CCC3)cc1C=O, COc1cccc(C[P+](c2ccccc2)(c2ccccc2)c2ccccc2)c1. Product: COc1cccc(C=Cc2cc(Oc3c(C)cc([N+](=O)[O-])c4c3CCC4)ccc2OC)c1. As a reaction SMILES: [Br-:25].[CH3:1][O:2][c:3]1[c:4]([CH:5]=[O:6])[cH:7][c:8]([O:11][c:12]2[c:13]3[c:17]([c:18]([N+:22](=[O:23])[O-:24])[cH:19][c:20]2[CH3:21])[CH2:16][CH2:15][CH2:14]3)[cH:9][cH:10]1.[CH3:26][O:27][c:28]1[cH:29][c:30]([CH2:31][P+:32]([c:33]2[cH:34][cH:35][cH:36][cH:37][cH:38]2)([c:39]2[cH:40][cH:41][cH:42][cH:43][cH:44]2)[c:45]2[cH:46][cH:47][cH:48][cH:49][cH:50]2)[cH:51][cH:52][cH:53]1>>[CH3:1][O:2][c:3]1[c:4]([CH:5]=[CH:31][c:30]2[cH:29][c:28]([O:27][CH3:26])[cH:53][cH:52][cH:51]2)[cH:7][c:8]([O:11][c:12]2[c:13]3[c:17]([c:18]([N+:22](=[O:23])[O-:24])[cH:19][c:20]2[CH3:21])[CH2:16][CH2:15][CH2:14]3)[cH:9][cH:10]1. The reactants are BrC1=CN2C(S1)=C(N=C2)C(=O)OCC (ethyl 2-bromoimidazo[5,1-b] thiazole-7-carboxylate), C(=O)([O-])C(O)C(O)C(=O)[O-].[Na+].[K+] (potassium sodium tartrate), C1(=CC=CC=C1)C (toluene), [H-].C(C(C)C)[Al+]CC(C)C (diisobutylaluminium hydride). The solvent is O1CCCC1 (tetrahydrofuran). Conditions: time 15 minute. The product is BrC1=CN2C(S1)=C(N=C2)CO (2-bromo-7-hydroxymethylimidazo[5,1-b]thiazole), BrC1=CN2C(S1)=C(N=C2)C=O (2-bromoimidazo[5,1-b]thiazole-7-carbaldehyde). The yield is 26.0%. Reaction SMILES: [Br:1][C:2]1[S:6][C:5]2=[C:7]([C:10](OCC)=[O:11])[N:8]=[CH:9][N:4]2[CH:3]=1.C1(C)C=CC=CC=1.[H-].C([Al+]CC(C)C)C(C)C.C(C(C(C([O-])=O)O)O)([O-])=O.[Na+].[K+]>O1CCCC1>[Br:1][C:2]1[S:6][C:5]2=[C:7]([CH2:10][OH:11])[N:8]=[CH:9][N:4]2[CH:3]=1.[Br:1][C:2]1[S:6][C:5]2=[C:7]([CH:10]=[O:11])[N:8]=[CH:9][N:4]2[CH:3]=1 |f:2.3,4.5.6|. Procedure details: A solution of ethyl 2-bromoimidazo[5,1-b] thiazole-7-carboxylate (84 mg, 0.31 mmol) in tetrahydrofuran (7 ml) was cooled to −50° C. A toluene solution of diisobutylaluminium hydride (1.01 M solution; 1.06 ml, 1.07 mmol) was added dropwise to the cooled solution, and the mixture was stirred at the same temperature for 15 min. After the completion of the reaction, a saturated aqueous potassium sodium tartrate solution was added thereto, and the mixture was stirred at room temperature for 1.5 hr an... The reactants are COc1ccc(C2Cc3c(C(=O)O)cc(OC)cc3C3CCCCC23)cc1, CCOC(C)=O, O=S(Cl)Cl. Yields the product COc1ccc(C2Cc3c(C(=O)Cl)cc(OC)cc3C3CCCCC23)cc1. As a reaction SMILES: [CH3:1][O:2][c:3]1[cH:4][c:5]([C:25](=[O:26])[OH:27])[c:6]2[c:15]([cH:16]1)[CH:14]1[CH:9]([CH:8]([c:17]3[cH:18][cH:19][c:20]([O:23][CH3:24])[cH:21][cH:22]3)[CH2:7]2)[CH2:10][CH2:11][CH2:12][CH2:13]1.[CH3:32][CH2:33][O:34][C:35](=[O:36])[CH3:37].[S:28]([Cl:29])([Cl:30])=[O:31]>>[CH3:1][O:2][c:3]1[cH:4][c:5]([C:25](=[O:27])[Cl:30])[c:6]2[c:15]([cH:16]1)[CH:14]1[CH:9]([CH:8]([c:17]3[cH:18][cH:19][c:20]([O:23][CH3:24])[cH:21][cH:22]3)[CH2:7]2)[CH2:10][CH2:11][CH2:12][CH2:13]1. The reactants are compound 7-17, CC=1C=C(C=O)C=C(C1O)C (3,5-dimethyl-4-hydroxy benzaldehyde), BrC1=CC(=C(C=C1)OCOC)C(C)C (bromo-4-methoxymethoxy-3-iso-propylbenzene), C(=O)(C(F)(F)F)O.O (TFA H2O), C20H25O6P. Solvent: CO (CH3OH). Product: CC1=C(C(=CC(=C1)CC1=CC(=C(C=C1)OCOC)C(C)C)C)O (2,6-dimethyl-4-(4′-methoxymethoxy-3′-iso-propylbenzyl)phenol), title compound. As a reaction SMILES: [CH3:1][C:2]1[CH:3]=[C:4]([CH:7]=[C:8]([CH3:11])[C:9]=1[OH:10])[CH:5]=O.Br[C:13]1[CH:18]=[CH:17][C:16]([O:19][CH2:20][O:21][CH3:22])=[C:15]([CH:23]([CH3:25])[CH3:24])[CH:14]=1.C(O)(C(F)(F)F)=O.O>CO>[CH3:1][C:2]1[CH:3]=[C:4]([CH2:5][C:13]2[CH:18]=[CH:17][C:16]([O:19][CH2:20][O:21][CH3:22])=[C:15]([CH:23]([CH3:25])[CH3:24])[CH:14]=2)[CH:7]=[C:8]([CH3:11])[C:9]=1[OH:10] |f:2.3|. Procedure details: Intermediate 2,6-dimethyl-4-(4′-methoxymethoxy-3′-iso-propylbenzyl)phenol was prepared from 3,5-dimethyl-4-hydroxy benzaldehyde and bromo-4-methoxymethoxy-3-iso-propylbenzene according to the procedure described in G. Chiellini et al. Biorg. Med. Chem. Lett. 2000, 10, 2607 and transformed into the title compound according to the procedure described for the synthesis of compound 7-17, step b; (0.12 g, 85%); 1H NMR (300 MHz, CD3OD): δ 6.97 (s, 1 H), 6.83 (s, 2 H), 6.77 (d, J=7.5 Hz, 1 H), 6.65 (d,... Starting materials: NC1=NC(=C(C(=N1)C=1OC=CC1)C#N)S(=O)C (2-amino-4-furan-2-yl-6-methanesulfinyl-pyrimidine-5-carbonitrile), FC(C1=CC=C(CN)C=C1)(F)F (4-(trifluoromethyl)benzylamine). Run in COCCOC (DME). Yields the product NC1=NC(=C(C(=N1)C=1OC=CC1)C#N)NCC1=CC=C(C=C1)C(F)(F)F (2-Amino-4-furan-2-yl-6-(4-trifluoromethyl-benzylamino)-pyrimidine-5-carbonitrile). Reaction SMILES: [NH2:1][C:2]1[N:7]=[C:6]([C:8]2[O:9][CH:10]=[CH:11][CH:12]=2)[C:5]([C:13]#[N:14])=[C:4](S(C)=O)[N:3]=1.[F:18][C:19]([F:29])([F:28])[C:20]1[CH:27]=[CH:26][C:23]([CH2:24][NH2:25])=[CH:22][CH:21]=1>COCCOC>[NH2:1][C:2]1[N:7]=[C:6]([C:8]2[O:9][CH:10]=[CH:11][CH:12]=2)[C:5]([C:13]#[N:14])=[C:4]([NH:25][CH2:24][C:23]2[CH:22]=[CH:21][C:20]([C:19]([F:18])([F:28])[F:29])=[CH:27][CH:26]=2)[N:3]=1. Procedure details: From 2-amino-4-furan-2-yl-6-methanesulfinyl-pyrimidine-5-carbonitrile and 4-(trifluoromethyl)benzylamine in DME. ES-MS m/e (%): 360 (M+H+, 100).